Dataset: the Open Reaction Database (ORD), a public repository of structured organic reaction records. Task: describe an organic reaction: reactants, conditions, products, and yield The reactants are OCCCn1cc(Br)cn1, O=C([O-])[O-], CN1Cc2c(B3OC(C)(C)C(C)(C)O3)ccc([N+](=O)[O-])c2C1=O, ClCCl, [K+], [K+], C1COCCO1, O. The product is CN1Cc2c(-c3cnn(CCCO)c3)ccc([N+](=O)[O-])c2C1=O. RXN SMILES: [Br:24][c:25]1[cH:26][n:27][n:28]([CH2:30][CH2:31][CH2:32][OH:33])[cH:29]1.[C:37](=[O:38])([O-:39])[O-:40].[CH3:1][N:2]1[C:3](=[O:23])[c:4]2[c:5]([N+:20](=[O:21])[O-:22])[cH:6][cH:7][c:8]([B:11]3[O:12][C:13]([CH3:14])([CH3:15])[C:16]([CH3:17])([CH3:18])[O:19]3)[c:9]2[CH2:10]1.[Cl:34][CH2:35][Cl:36].[K+:41].[K+:42].[O:44]1[CH2:45][CH2:46][O:47][CH2:48][CH2:49]1.[OH2:43]>>[CH3:1][N:2]1[C:3](=[O:23])[c:4]2[c:5]([N+:20](=[O:21])[O-:22])[cH:6][cH:7][c:8](-[c:25]3[cH:26][n:27][n:28]([CH2:30][CH2:31][CH2:32][OH:33])[cH:29]3)[c:9]2[CH2:10]1.